This data is from the Open Reaction Database (ORD), a public repository of structured organic reaction records. The task is: describe an organic reaction: reactants, conditions, products, and yield The reactants are OC1CCC(N1)=O (5-hydroxy-pyrrolidin-2-one), C(CCCCC)O (n-hexanol). Reaction conditions: temperature 60 celsius. The product is C(CCCCC)OC1CCC(N1)=O (5-hexyloxy-pyrrolidin-2-one). As a reaction SMILES: [OH:1][CH:2]1[NH:6][C:5](=[O:7])[CH2:4][CH2:3]1.[CH2:8](O)[CH2:9][CH2:10][CH2:11][CH2:12][CH3:13]>>[CH2:8]([O:1][CH:2]1[NH:6][C:5](=[O:7])[CH2:4][CH2:3]1)[CH2:9][CH2:10][CH2:11][CH2:12][CH3:13]. Procedure: A mixture of 0.4 g of 5-hydroxy-pyrrolidin-2-one, 10 cm3 of n-hexanol and 0.2 g of Amberlite IR 120H is heated to 60° C. for 3 hours. The solvent is distilled off at 25° C. under 0.3 mbar. The residue is chromatographed on silica (eluent: ethyl acetate); 0.5 g of the residue is crystallized from hexane, and the expected product is obtained, m.p. 35°-37° C. Starting materials: ClC1=C(C(=CS1)C(=O)N)OCC (5-Chloro-4-ethoxy-3-thiophenecarboxamide), C(Cl)Cl (methylene chloride), NC1=CC=CC=C1 (aniline). Run in C(C)N(CC)CC (triethylamine). Product: ClC1=C(C(=CS1)C(=O)NC1=CC=CC=C1)OCC (5-Chloro-4-ethoxy-3-thiophenecarboxanilide). RXN SMILES: [Cl:1][C:2]1[S:6][CH:5]=[C:4]([C:7]([NH2:9])=[O:8])[C:3]=1[O:10][CH2:11][CH3:12].C(Cl)Cl.N[C:17]1[CH:22]=[CH:21][CH:20]=[CH:19][CH:18]=1>C(N(CC)CC)C>[Cl:1][C:2]1[S:6][CH:5]=[C:4]([C:7]([NH:9][C:17]2[CH:22]=[CH:21][CH:20]=[CH:19][CH:18]=2)=[O:8])[C:3]=1[O:10][CH2:11][CH3:12]. Reported procedure: A 4.50 g. portion of 5-chloro-4-ethoxy-3-thiophenecarbonyl chloride (prepared as in Example 4) was dissolved in 40 ml. of methylene chloride and stirred overnight with 2.8 ml. of triethylamine and 1.86 g. of aniline. The mixture was filtered and the filtrate extracted with 3 N hydrochloric acid. The methylene chloride layer was treated with activated charcoal, dried over anhydrous sodium sulfate and diluted with petroleum ether to give 3.62 g. of the product of the example as a white crystalline... Starting materials: CCCCCCCCCCNC(=O)C1CC1c1ccc([N+](=O)[O-])cc1, CC(=O)O, [Fe]. Yields the product CCCCCCCCCCNC(=O)C1CC1c1ccc(N)cc1. As a reaction SMILES: [CH2:1]([CH2:2][CH2:3][CH2:4][CH2:5][CH2:6][CH2:7][CH2:8][CH2:9][CH3:10])[NH:11][C:12](=[O:13])[CH:14]1[CH:15]([c:17]2[cH:18][cH:19][c:20]([N+:23]([O-:24])=[O:25])[cH:21][cH:22]2)[CH2:16]1.[CH3:26][C:27](=[O:28])[OH:29].[Fe:30]>>[CH2:1]([CH2:2][CH2:3][CH2:4][CH2:5][CH2:6][CH2:7][CH2:8][CH2:9][CH3:10])[NH:11][C:12](=[O:13])[CH:14]1[CH:15]([c:17]2[cH:18][cH:19][c:20]([NH2:23])[cH:21][cH:22]2)[CH2:16]1. Reactants: C1(=CC=CC=C1)C(C1=CC=CC=C1)OC(=O)C=1C2C(C(C2CC1SCCNC(C)=O)C(C)O)=O (3-(2-acetamidoethylthio)-6-(1-hydroxyethyl)-7-oxobicyclo[3.2.0]hept-2-en-2-carboxylic acid diphenylmethyl ester), C1(=CC=CC=C1)OC (anisole). The solvent is FC(C(=O)O)(F)F (trifluoroacetic acid). The product is C(C)(=O)NCCSC1=C(C2C(C(C2C1)C(C)O)=O)C(=O)O (3-(2-acetamidoethylthio)-6-(1-hydroxyethyl)-7-oxobicyclo[3.2.0]hept-2-en-2-carboxylic acid). The yield is 91.8%. RXN SMILES: C1(C([O:14][C:15]([C:17]2[CH:18]3[CH:21]([CH2:22][C:23]=2[S:24][CH2:25][CH2:26][NH:27][C:28](=[O:30])[CH3:29])[CH:20]([CH:31]([OH:33])[CH3:32])[C:19]3=[O:34])=[O:16])C2C=CC=CC=2)C=CC=CC=1.C1(OC)C=CC=CC=1>FC(F)(F)C(O)=O>[C:28]([NH:27][CH2:26][CH2:25][S:24][C:23]1[CH2:22][CH:21]2[CH:18]([C:19](=[O:34])[CH:20]2[CH:31]([OH:33])[CH3:32])[C:17]=1[C:15]([OH:16])=[O:14])(=[O:30])[CH3:29]. Reported procedure: A solution of 50 mg of 3-(2-acetamidoethylthio)-6-(1-hydroxyethyl)-7-oxobicyclo[3.2.0]hept-2-en-2-carboxylic acid diphenylmethyl ester and 25 μL of anisole in 1.5 mL of trifluoroacetic acid was stirred at room temperature for 10 min. The reaction mixture was evaporated to dryness, and trituration of the residue with ether afforded 30 mg (95%) of 3-(2-acetamidoethylthio)-6-(1-hydroxyethyl)-7-oxobicyclo[3.2.0]hept-2-en-2-carboxylic acid as colorless, hydroscopic crystals. IR (Nujol mull) 1550, 166...